From a dataset of the Open Reaction Database (ORD), a public repository of structured organic reaction records. describe an organic reaction: reactants, conditions, products, and yield The reactants are [H-].[K+] (potassium hydride), C(C1=CC=CC=C1)N1CC(CC2=CC=CC=C12)CO (1-benzyl-3(R,S)-hydroxymethyl-1,2,3,4-tetrahydroquinoline), CI (methyliodide). Run in O1CCCC1 (tetrahydrofuran). Run at time 1 hour. Product: C(C1=CC=CC=C1)N1CC(CC2=CC=CC=C12)COC (1-Benzyl-3(R,S)-methoxymethyl-1,2,3,4-tetrahydroquinoline). As a reaction SMILES: [H-].[K+].[CH2:3]([N:10]1[C:19]2[C:14](=[CH:15][CH:16]=[CH:17][CH:18]=2)[CH2:13][CH:12]([CH2:20][OH:21])[CH2:11]1)[C:4]1[CH:9]=[CH:8][CH:7]=[CH:6][CH:5]=1.[CH3:22]I>O1CCCC1>[CH2:3]([N:10]1[C:19]2[C:14](=[CH:15][CH:16]=[CH:17][CH:18]=2)[CH2:13][CH:12]([CH2:20][O:21][CH3:22])[CH2:11]1)[C:4]1[CH:5]=[CH:6][CH:7]=[CH:8][CH:9]=1 |f:0.1|. Procedure details: 2.3 g of a potassium hydride suspension (20% in oil) are added to a solution of 2.6 g of 1-benzyl-3(R,S)-hydroxymethyl-1,2,3,4-tetrahydroquinoline in 30 ml of tetrahydrofuran at 0° C., while stirring, and 1.9 ml of methyliodide are then added. After 1 h, the reaction mixture is concentrated and the residue is purified over 160 g of silica gel with a 20:1 mixture of hexane and ethyl acetate. 1-Benzyl-3(R,S)-methoxymethyl-1,2,3,4-tetrahydroquinoline is obtained as a yellow solid: Rf (20:1 mixture ... Starting materials: IC1=C(N)C=CC(=C1)[N+](=O)[O-] (2-iodo-4-nitroaniline), t-butyl N-propargylamino-N-t-butoxycarbonyl acetate, C(C)NCC (diethylamine), CN(C=O)C (N,N-dimethylformamide). The reagents and catalysts are Cl[Pd]([P](C1=CC=CC=C1)(C2=CC=CC=C2)C3=CC=CC=C3)([P](C4=CC=CC=C4)(C5=CC=CC=C5)C6=CC=CC=C6)Cl (bis(triphenylphosphine)palladium dichloride), [Cu](I)I (copper iodide). The solvent is C(C)(=O)OCC (ethyl acetate). Product: [N+](=O)([O-])C1=CC=C(N)C=C1 (4-nitroaniline). Reaction SMILES: I[C:2]1[CH:8]=[C:7]([N+:9]([O-:11])=[O:10])[CH:6]=[CH:5][C:3]=1[NH2:4].C(NCC)C.CN(C)C=O>Cl[Pd](Cl)([P](C1C=CC=CC=1)(C1C=CC=CC=1)C1C=CC=CC=1)[P](C1C=CC=CC=1)(C1C=CC=CC=1)C1C=CC=CC=1.[Cu](I)I.C(OCC)(=O)C>[N+:9]([C:7]1[CH:8]=[CH:2][C:3]([NH2:4])=[CH:5][CH:6]=1)([O-:11])=[O:10] |^1:24,43|. Reported procedure: Into a 300 mL four-necked flask, 2-iodo-4-nitroaniline (22.5 g, 85.4 mmol), bis(triphenylphosphine)palladium dichloride (1.20 g, 1.71 mmol), and copper iodide (0.651 g, 3.42 mmol) were charged, and nitrogen substitution was carried out, and then diethylamine (43.7 g, 598 mmol) and N,N-dimethylformamide (128 mL) were added thereto, followed by addition of the above-described t-butyl N-propargylamino-N-t-butoxycarbonyl acetate while stirring with ice-cooling, and further stirring at room temperatu... Reaction SMILES: [Al+3:14].[CH3:9][C:10]([Cl:11])=[O:12].[Cl-:13].[Cl-:15].[Cl-:16].[Cl:1][c:2]1[s:3][c:4]([CH3:8])[cH:5][c:6]1[CH3:7].[OH2:17]>>[Cl:1][c:2]1[s:3][c:4]([CH3:8])[c:5]([C:10]([CH3:9])=[O:12])[c:6]1[CH3:7]. Reactants: [Al+3], CC(=O)Cl, [Cl-], [Cl-], [Cl-], Cc1cc(C)c(Cl)s1, O. Product: CC(=O)c1c(C)sc(Cl)c1C.